describe an organic reaction: reactants, conditions, products, and yield From a dataset of the Open Reaction Database (ORD), a public repository of structured organic reaction records. Reactants: O=C([O-])[O-], CCOC(=O)C(C)(Oc1ccc(C)cc1)C(O)c1ccc(OCc2ccccc2)cc1, CC[SiH](CC)CC, ClCCl, [Na+], [Na+]. Product: CCOC(=O)C(C)(Cc1ccc(OCc2ccccc2)cc1)Oc1ccc(C)cc1. Reaction SMILES: [C:39](=[O:40])([O-:41])[O-:42].[CH2:1]([CH3:2])[O:3][C:4]([C:5]([CH:6]([OH:7])[c:8]1[cH:9][cH:10][c:11]([O:14][CH2:15][c:16]2[cH:17][cH:18][cH:19][cH:20][cH:21]2)[cH:12][cH:13]1)([CH3:22])[O:23][c:24]1[cH:25][cH:26][c:27]([CH3:30])[cH:28][cH:29]1)=[O:31].[CH2:32]([SiH:33]([CH2:34][CH3:35])[CH2:36][CH3:37])[CH3:38].[Cl:45][CH2:46][Cl:47].[Na+:43].[Na+:44]>>[CH2:1]([CH3:2])[O:3][C:4]([C:5]([CH2:6][c:8]1[cH:9][cH:10][c:11]([O:14][CH2:15][c:16]2[cH:17][cH:18][cH:19][cH:20][cH:21]2)[cH:12][cH:13]1)([CH3:22])[O:23][c:24]1[cH:25][cH:26][c:27]([CH3:30])[cH:28][cH:29]1)=[O:31].